This data is from the Open Reaction Database (ORD), a public repository of structured organic reaction records. The task is: describe an organic reaction: reactants, conditions, products, and yield Reactants: ClC1=NC(=NC(=N1)OCC(F)(F)F)NC1=CC=C(C(=O)OC(C)(C)C)C=C1 (tert-butyl 4-(4-chloro-6-(2,2,2-trifluoroethoxy)-1,3,5-triazin-2-ylamino)benzoate), CCN(C(C)C)C(C)C (Hunig's Base), NCC1=CC=C(C=C1)O (4-(aminomethyl)phenol). Run in C1CCOC1 (THF). Product: OC1=CC=C(CNC2=NC(=NC(=N2)OCC(F)(F)F)NC2=CC=C(C(=O)OC(C)(C)C)C=C2)C=C1 (tert-butyl 4-((4-((4-hydroxybenzyl)amino)-6-(2,2,2-trifluoroethoxy)-1,3,5-triazin-2-yl)amino)benzoate). Yield: 84.8%. As a reaction SMILES: Cl[C:2]1[N:7]=[C:6]([O:8][CH2:9][C:10]([F:13])([F:12])[F:11])[N:5]=[C:4]([NH:14][C:15]2[CH:27]=[CH:26][C:18]([C:19]([O:21][C:22]([CH3:25])([CH3:24])[CH3:23])=[O:20])=[CH:17][CH:16]=2)[N:3]=1.CCN(C(C)C)C(C)C.[NH2:37][CH2:38][C:39]1[CH:44]=[CH:43][C:42]([OH:45])=[CH:41][CH:40]=1>C1COCC1>[OH:45][C:42]1[CH:43]=[CH:44][C:39]([CH2:38][NH:37][C:2]2[N:7]=[C:6]([O:8][CH2:9][C:10]([F:13])([F:12])[F:11])[N:5]=[C:4]([NH:14][C:15]3[CH:27]=[CH:26][C:18]([C:19]([O:21][C:22]([CH3:25])([CH3:24])[CH3:23])=[O:20])=[CH:17][CH:16]=3)[N:3]=2)=[CH:40][CH:41]=1. Reported procedure: To a suspension of tert-butyl 4-(4-chloro-6-(2,2,2-trifluoroethoxy)-1,3,5-triazin-2-ylamino)benzoate (10 g, 24.71 mmol) and Hunig's Base (8.63 mL, 49.4 mmol) in THF (100 mL) was added 4-(aminomethyl)phenol (3.19 g, 25.9 mmol). The resulting mixture was refluxed for 1 hour. After cooling to rt, the solvent was removed and the crude product was purified by silica gel chromatography using 20-40-100% EtOAc/Hexanes to give tert-butyl 4-((4-((4-hydroxybenzyl)amino)-6-(2,2,2-trifluoroethoxy)-1,3,5-tria... Starting materials: CCOC(=O)C1CCN(c2ccccc2)CC1, CC(C)C[Al+]CC(C)C, C1CCOC1, Cc1ccccc1, [H-]. Product: O=CC1CCN(c2ccccc2)CC1. As a reaction SMILES: [C:1](=[O:2])([O:3][CH2:4][CH3:5])[CH:6]1[CH2:7][CH2:8][N:9]([c:12]2[cH:13][cH:14][cH:15][cH:16][cH:17]2)[CH2:10][CH2:11]1.[CH2:19]([Al+:20][CH2:21][CH:22]([CH3:23])[CH3:24])[CH:25]([CH3:26])[CH3:27].[CH2:28]1[O:29][CH2:30][CH2:31][CH2:32]1.[CH3:33][c:34]1[cH:35][cH:36][cH:37][cH:38][cH:39]1.[H-:18]>>[CH:1](=[O:2])[CH:6]1[CH2:7][CH2:8][N:9]([c:12]2[cH:13][cH:14][cH:15][cH:16][cH:17]2)[CH2:10][CH2:11]1. The reactants are CC(C)n1cnc2c(Nc3ccccn3)nc(F)nc21, CCC(N)CO. Product: CCC(CO)Nc1nc(Nc2ccccn2)c2ncn(C(C)C)c2n1. As a reaction SMILES: [F:1][c:2]1[n:3][c:4]([NH:14][c:15]2[n:16][cH:17][cH:18][cH:19][cH:20]2)[c:5]2[n:6][cH:7][n:8]([CH:11]([CH3:12])[CH3:13])[c:9]2[n:10]1.[NH2:21][CH:22]([CH2:23][OH:24])[CH2:25][CH3:26]>>[c:2]1([NH:21][CH:22]([CH2:23][OH:24])[CH2:25][CH3:26])[n:3][c:4]([NH:14][c:15]2[n:16][cH:17][cH:18][cH:19][cH:20]2)[c:5]2[n:6][cH:7][n:8]([CH:11]([CH3:12])[CH3:13])[c:9]2[n:10]1.